Dataset: the Open Reaction Database (ORD), a public repository of structured organic reaction records. Task: describe an organic reaction: reactants, conditions, products, and yield Reactants: CCCCCC (hexane), CI (MeI), ice, BrC=1C=NC(=NC1)N1C(CCCC1)C(=O)OCC (ethyl 1-(5-bromopyrimidin-2-yl)piperidine-2-carboxylate), [H-].[Na+] (NaH). Run in C1CCOC1 (THF). Conditions: time 45 minute. Product: BrC=1C=NC(=NC1)N1C(CCCC1)(C(=O)O)C (1-(5-bromopyrimidin-2-yl)-2-methyl-piperidine-2-carboxylic acid). Yield: 32.0%. RXN SMILES: [Br:1][C:2]1[CH:3]=[N:4][C:5]([N:8]2[CH2:13][CH2:12][CH2:11][CH2:10][CH:9]2[C:14]([O:16]CC)=[O:15])=[N:6][CH:7]=1.[H-].[Na+].CI.[CH3:23]CCCCC>C1COCC1>[Br:1][C:2]1[CH:7]=[N:6][C:5]([N:8]2[CH2:13][CH2:12][CH2:11][CH2:10][C:9]2([CH3:23])[C:14]([OH:16])=[O:15])=[N:4][CH:3]=1 |f:1.2|. Reported procedure: To an ice-cold solution of ethyl 1-(5-bromopyrimidin-2-yl)piperidine-2-carboxylate (0.37 g, 1.18 mmol) in THF (25 mL) was added NaH (60% dispersion in mineral oil, 0.06 g, 1.41 mmol) portion wise. The mixture was stirred at the same temperature for 45 min followed by addition of MeI (0.52 mL, 8.26 mmol) at 0° C. The temperature of the reaction was slowly raised up to rt and left to stir for 16 h. The reaction was then cooled to 0° C., quenched by drop wise addition of ice-cold water then extract... The reactants are CC(C)(C)OC(=O)N1CCC(CC(O)c2nc3cnccc3o2)CC1, CS(=O)(=O)Cl, c1ccncc1. Product: CC(C)(C)OC(=O)N1CCC(CC(Cl)c2nc3cnccc3o2)CC1. Reaction SMILES: [C:6]([CH3:7])([CH3:8])([CH3:9])[O:10][C:11](=[O:12])[N:13]1[CH2:14][CH2:15][CH:16]([CH2:19][CH:20]([c:21]2[o:22][c:23]3[c:24]([cH:25][n:26][cH:27][cH:28]3)[n:29]2)[OH:30])[CH2:17][CH2:18]1.[CH3:1][S:2]([Cl:3])(=[O:4])=[O:5].[cH:31]1[cH:32][cH:33][n:34][cH:35][cH:36]1>>[Cl:3][CH:20]([CH2:19][CH:16]1[CH2:15][CH2:14][N:13]([C:11]([O:10][C:6]([CH3:7])([CH3:8])[CH3:9])=[O:12])[CH2:18][CH2:17]1)[c:21]1[o:22][c:23]2[c:24]([cH:25][n:26][cH:27][cH:28]2)[n:29]1. Reactants: [O-]CC.[Na+] (sodium ethoxide), COC1=C(C=C(C=C1)CC(=O)[O-])[N+](=O)[O-] (4-Methoxy-3-nitrophenylacetate), Cl (HCl). Run in C(C)O (ethanol). Conditions: time 0.5 hour. The product is COC1=C(C=C(C=C1)O)[N+](=O)[O-] (4-Methoxy-3-nitrophenol). As a reaction SMILES: [CH3:1][O:2][C:3]1[CH:8]=[CH:7][C:6](CC([O-])=O)=[CH:5][C:4]=1[N+:13]([O-:15])=[O:14].[O-:16]CC.[Na+].Cl>C(O)C>[CH3:1][O:2][C:3]1[CH:8]=[CH:7][C:6]([OH:16])=[CH:5][C:4]=1[N+:13]([O-:15])=[O:14] |f:1.2|. Reported procedure: 4-Methoxy-3-nitrophenylacetate (2.46 g, 11.7 mmol) was dissolved in anhydrous ethanol (80 ml) and sodium ethoxide (1.19 g, 17.5 mmol) was added. The reaction was stirred at room temperature for 0.5 h. The dark red solution was acidified with 2M HCl and concentrated under reduced pressure. The residue was taken up into water and extracted with dichloromethane. The combined organics were washed with 2M HCl and brine, then dried over sodium sulfate. Evaporation of the solvent under reduced pressure... The reactants are C1(=CC=C(C=C1)S(=O)(=O)O)C (p-Toluenesulfonic acid), O (H2O), C1COC2([C@]3(C)[C@@H](CC2)[C@@H]2CC=C4C[C@H](CC[C@]4(C)[C@H]2CC3)C)O1 (3β-methylandrost-5-en-17-one 17-ethylene ketal). The solvent is CC(=O)C (acetone). Yields the product C[C@@H]1CC2=CC[C@H]3[C@@H]4CCC([C@@]4(C)CC[C@@H]3[C@]2(CC1)C)=O (3β-methylandrost-5-en-17-one). Reaction SMILES: C1O[C:4]2([CH2:9][CH2:8][C@H:7]3[C@H:10]4[C@H:20]([CH2:21][CH2:22][C@:5]23[CH3:6])[C@:18]2([CH3:19])[C:13]([CH2:14][C@@H:15]([CH3:23])[CH2:16][CH2:17]2)=[CH:12][CH2:11]4)[O:3]C1.C1(C)C=CC(S(O)(=O)=O)=CC=1.O>CC(C)=O>[CH3:23][C@H:15]1[CH2:16][CH2:17][C@@:18]2([CH3:19])[C:13](=[CH:12][CH2:11][C@@H:10]3[C@@H:20]2[CH2:21][CH2:22][C@@:5]2([CH3:6])[C@H:7]3[CH2:8][CH2:9][C:4]2=[O:3])[CH2:14]1. Reported procedure: The 3β-methylandrost-5-en-17-one 17-ethylene ketal (13) (2.20 g 6.7 mmol) was dissolved in acetone (100 ml). p-Toluenesulfonic acid (100 mg) and H2O (20 ml) were added and the solution was refluxed for 2 hours. The solution was evaporated, taken up in ether (30 ml), washed with saturated NaHCO3, H2O, and then dried over MgSO4. The solution was filtered and evaporated to give a colorless solid which was recrystallized from methanol to give 3β-methylandrost-5-en-17-one (14) as colorless plates, 1.... The reactants are C([O-])([O-])=O.[K+].[K+] (Potassium carbonate), CCCBr (n-propyl bromide), C12CC(CC(CC1)N2)NC=2C(=C1C=NNC1=CC2)C (N-(8-azabicyclo[3.2.1]oct-3-yl)-4-methyl-1H-indazol-5-amine). Run in CN(C=O)C (N,N-dimethylformamide). Reaction conditions: time 15 hour. Product: C(CC)N1C2CC(CC1CC2)NC=2C(=C1C=NNC1=CC2)C (N-(8-propyl-8-azabicyclo[3.2.1]oct-3-yl)-4-methyl-1H-indazol-5-amine). Yield: 41.7%. Reaction SMILES: C(=O)([O-])[O-].[K+].[K+].[CH3:7][CH2:8][CH2:9]Br.[CH:11]12[NH:18][CH:15]([CH2:16][CH2:17]1)[CH2:14][CH:13]([NH:19][C:20]1[C:21]([CH3:29])=[C:22]3[C:26](=[CH:27][CH:28]=1)[NH:25][N:24]=[CH:23]3)[CH2:12]2>CN(C)C=O>[CH2:9]([N:18]1[CH:15]2[CH2:16][CH2:17][CH:11]1[CH2:12][CH:13]([NH:19][C:20]1[C:21]([CH3:29])=[C:22]3[C:26](=[CH:27][CH:28]=1)[NH:25][N:24]=[CH:23]3)[CH2:14]2)[CH2:8][CH3:7] |f:0.1.2|. Procedure: Potassium carbonate (122 mg, 0.883 mmol) and then n-propyl bromide (40 μl, 0.440 mmol) were added to a solution of the N-(8-azabicyclo[3.2.1]oct-3-yl)-4-methyl-1H-indazol-5-amine (74 mg, 0.289 mmol) obtained in Example 501 in N,N-dimethylformamide (2 ml), and the resulting mixture was stirred at room temperature for 15 hours. After the solid was removed by filtration, the solvent was distilled off under reduced pressure as an azeotrope with toluene. The residue was purified by a silica gel colum... Starting materials: Cc1cccc(C(NS(=O)C(C)(C)C)C(F)(F)F)n1, CO. The product is Cc1cccc(C(N)C(F)(F)F)n1. As a reaction SMILES: [CH3:1][C:2]([S:3](=[O:4])[NH:7][CH:8]([C:9]([F:10])([F:11])[F:12])[c:13]1[n:14][c:15]([CH3:19])[cH:16][cH:17][cH:18]1)([CH3:5])[CH3:6].[CH3:20][OH:21]>>[NH2:7][CH:8]([C:9]([F:10])([F:11])[F:12])[c:13]1[n:14][c:15]([CH3:19])[cH:16][cH:17][cH:18]1.